Dataset: the Open Reaction Database (ORD), a public repository of structured organic reaction records. Task: describe an organic reaction: reactants, conditions, products, and yield Starting materials: CC1([NH+](C(CC(C1)O)(C)C)[O-])C (2,2,6,6-tetramethyl-4-hydroxypiperidine-N-oxide), OO (hydrogen peroxide), Cl (hydrochloric acid), S([O-])(O)=O.[Na+] (sodium bisulfite), C(O)([O-])=O.[K+] (potassium hydrogen carbonate). The reagents and catalysts are [Cu]Cl (copper (I) chloride). The solvent is CC(=O)C (acetone). Run at time 15 minute. Yields the product CON1C(CC(CC1(C)C)O)(C)C (1-methyloxy-2,2,6,6-tetramethyl-4-hydroxypiperidine). As a reaction SMILES: [CH3:1][C:2]1([CH3:12])[CH2:7][CH:6]([OH:8])[CH2:5][C:4]([CH3:10])([CH3:9])[NH+:3]1[O-:11].OO.Cl.S(=O)(O)[O-].[Na+].[C:21](=O)([O-])O.[K+]>CC(C)=O.[Cu]Cl>[CH3:21][O:11][N:3]1[C:2]([CH3:12])([CH3:1])[CH2:7][CH:6]([OH:8])[CH2:5][C:4]1([CH3:10])[CH3:9] |f:3.4,5.6|. Reported procedure: 17.8 g (100 mmol) of 2,2,6,6-tetramethyl-4-hydroxypiperidine-N-oxide was dissolved in 100 ml of acetone, and 34 g (300 mmol) of 30% hydrogen peroxide aqueous solution was added slowly for more than 10 minutes. With a cooling to 5° C., 0.49 g (5.0 mol %) of copper (I) chloride was added with keeping the temperature of the reaction mixture in a range of 5° C. to 55° C. After 15 minutes, 0.5 g of 35% hydrochloric acid was added, and the reaction mixture was stirred at room temperature for 2 hours. ...